Dataset: the Open Reaction Database (ORD), a public repository of structured organic reaction records. Task: describe an organic reaction: reactants, conditions, products, and yield The reactants are O=C1CCC(=O)N1Br, Nc1ccc(-c2cc(=O)c3c(N)cccc3o2)cc1, C1COCCO1. Product: Nc1ccc(-c2cc(=O)c3c(N)ccc(Br)c3o2)cc1. Reaction SMILES: [Br:20][N:21]1[C:22](=[O:23])[CH2:24][CH2:25][C:26]1=[O:27].[NH2:1][c:2]1[cH:3][cH:4][cH:5][c:6]2[c:7]1[c:8](=[O:19])[cH:9][c:10](-[c:12]1[cH:13][cH:14][c:15]([NH2:18])[cH:16][cH:17]1)[o:11]2.[O:28]1[CH2:29][CH2:30][O:31][CH2:32][CH2:33]1>>[NH2:1][c:2]1[cH:3][cH:4][c:5]([Br:20])[c:6]2[c:7]1[c:8](=[O:19])[cH:9][c:10](-[c:12]1[cH:13][cH:14][c:15]([NH2:18])[cH:16][cH:17]1)[o:11]2. Reactants: [I-].C[SH2+].C(=O)(OC(C)(C)C)N[C@@H](CCSC)C(=O)NNC(=O)OC(C)(C)C (tert-butyl 2-(Boc-L-methionyl)-1-hydrazine carboxylate methylsulfonium iodide), [H-].[Na+] (sodium hydride), ice water. The solvent is CN(C)C=O (DMF). Conditions: time 3 hour. Product: C(C)(C)(C)OC(=O)NN1C([C@H](CC1)NC(=O)OC(C)(C)C)=O ((3S)-1,3-bis(tert-Butoxycarbonylamino)-2-pyrrolidone). Yield: 54.2%. RXN SMILES: [I-].C[SH2+].[C:4]([NH:11][C@H:12]([C:17]([NH:19][NH:20][C:21]([O:23][C:24]([CH3:27])([CH3:26])[CH3:25])=[O:22])=[O:18])[CH2:13][CH2:14]SC)([O:6][C:7]([CH3:10])([CH3:9])[CH3:8])=[O:5].[H-].[Na+]>CN(C=O)C>[C:24]([O:23][C:21]([NH:20][N:19]1[CH2:14][CH2:13][C@H:12]([NH:11][C:4]([O:6][C:7]([CH3:10])([CH3:9])[CH3:8])=[O:5])[C:17]1=[O:18])=[O:22])([CH3:27])([CH3:26])[CH3:25] |f:0.1.2,3.4|. Reported procedure: A solution of tert-butyl 2-(Boc-L-methionyl)-1-hydrazine carboxylate methylsulfonium iodide (18 g) in DMF (200 ml) was combined with sodium hydride (3.93 g, in oil) with cooling on ice, and then stirred at room temperature for 3 hours The reaction mixture was combined with ice-water, and extracted with ethyl acetate, and the organic phase was washed with water and brine, dried and concentrated to obtain a residue, which was triturated from isopropyl ether/hexane (1/1) solution, collected by filt... Reactants: OB(O)c1cccc2ccccc12 (effective_coupling_partner), CC(C)(C)OC(=O)Oc2ccc1ccccc1c2 (substrate). The reagents and catalysts are dcypf. Run at temperature 60 celsius, time 4 hour. Product: c4ccc3cc(c1cccc2ccccc12)ccc3c4. Starting materials: C(C)OC(CC1=CC=C(C=C1)OC1=CC=C(C=C1)C#N)=O (ethyl[p-(p-cyanophenoxy)phenyl]acetate), BrN1C(CCC1=O)=O (N-bromosuccinimide), Br (HBr). Run in C(Cl)(Cl)(Cl)Cl (carbon tetrachloride). Product: BrC(C(=O)OCC)C1=CC=C(C=C1)OC1=CC=C(C=C1)C#N (Ethyl α-bromo-α-[p-(p-cyanophenoxy)phenyl]acetate). As a reaction SMILES: [CH2:1]([O:3][C:4](=[O:21])[CH2:5][C:6]1[CH:11]=[CH:10][C:9]([O:12][C:13]2[CH:18]=[CH:17][C:16]([C:19]#[N:20])=[CH:15][CH:14]=2)=[CH:8][CH:7]=1)[CH3:2].[Br:22]N1C(=O)CCC1=O.Br>C(Cl)(Cl)(Cl)Cl>[Br:22][CH:5]([C:6]1[CH:11]=[CH:10][C:9]([O:12][C:13]2[CH:18]=[CH:17][C:16]([C:19]#[N:20])=[CH:15][CH:14]=2)=[CH:8][CH:7]=1)[C:4]([O:3][CH2:1][CH3:2])=[O:21]. Procedure details: To a solution of 1.17 g of ethyl[p-(p-cyanophenoxy)phenyl]acetate in 20 ml of carbon tetrachloride is added 0.75 g of N-bromosuccinimide and a drop of 48% HBr. The mixture is stirred and refluxed for 42 hours. The solvent is removed under vacuum to give the product. Reactants: CN1CCCC1, CCN(C(C)C)C(C)C, Fc1ccc(-c2cc3nc(Cl)nc(N4CCOCC4)c3s2)cn1. Product: Nc1ccc(-c2cc3nc(Cl)nc(N4CCOCC4)c3s2)cn1. As a reaction SMILES: [CH3:33][N:34]1[CH2:35][CH2:36][CH2:37][CH2:38]1.[CH:24]([N:27]([CH:25]([CH3:26])[CH3:28])[CH2:29][CH3:30])([CH3:31])[CH3:32].[Cl:1][c:2]1[n:3][c:4]([N:18]2[CH2:19][CH2:20][O:21][CH2:22][CH2:23]2)[c:5]2[c:6]([n:7]1)[cH:8][c:9](-[c:11]1[cH:12][n:13][c:14]([F:17])[cH:15][cH:16]1)[s:10]2>>[Cl:1][c:2]1[n:3][c:4]([N:18]2[CH2:19][CH2:20][O:21][CH2:22][CH2:23]2)[c:5]2[c:6]([n:7]1)[cH:8][c:9](-[c:11]1[cH:12][n:13][c:14]([NH2:27])[cH:15][cH:16]1)[s:10]2. Reactants: C(C1=CC=CC=C1)OC1=C(C=C(C=C1)C(CC)(CC)C1=CC(=C(OCC(=O)N(C)OC)C=C1)C)C (2-{4-[1-(4-benzyloxy-3-methyl-phenyl)-1-ethyl-propyl]-2-methyl-phenoxy}-N-methoxy-N-methyl-acetamide), C(C)(C)[Mg]Cl (iPrMgCl). Solvent: C1CCOC1 (THF). Reaction conditions: temperature 0 celsius, time 1 hour. The product is C(C1=CC=CC=C1)OC1=C(C=C(C=C1)C(CC)(CC)C1=CC(=C(OCC(C(C)C)=O)C=C1)C)C (1-{4-[1-(4-Benzyloxy-3-methyl-phenyl)-1-ethyl-propyl]-2-methyl-phenoxy}-3-methyl-butan-2-one). The yield is 44.4%. Reaction SMILES: [CH2:1]([O:8][C:9]1[CH:14]=[CH:13][C:12]([C:15]([C:20]2[CH:33]=[CH:32][C:23]([O:24][CH2:25][C:26](N(OC)C)=[O:27])=[C:22]([CH3:34])[CH:21]=2)([CH2:18][CH3:19])[CH2:16][CH3:17])=[CH:11][C:10]=1[CH3:35])[C:2]1[CH:7]=[CH:6][CH:5]=[CH:4][CH:3]=1.[CH:36]([Mg]Cl)([CH3:38])[CH3:37]>C1COCC1>[CH2:1]([O:8][C:9]1[CH:14]=[CH:13][C:12]([C:15]([C:20]2[CH:33]=[CH:32][C:23]([O:24][CH2:25][C:26](=[O:27])[CH:36]([CH3:38])[CH3:37])=[C:22]([CH3:34])[CH:21]=2)([CH2:18][CH3:19])[CH2:16][CH3:17])=[CH:11][C:10]=1[CH3:35])[C:2]1[CH:3]=[CH:4][CH:5]=[CH:6][CH:7]=1. Procedure details: To a 0° C. solution of 2-{4-[1-(4-benzyloxy-3-methyl-phenyl)-1-ethyl-propyl]-2-methyl-phenoxy}-N-methoxy-N-methyl-acetamide (2.36 g, 4.98 mmol) in THF (50 mL) is added 2.0 M iPrMgCl (3.0 mL, 5.98 mmol). The reaction is stirred at 0° C. for 30 m, then at RT for 1 h. It is quenched with satd NH4Cl (20 mL), diluted with H2O (50 mL), extracted with EtOAc (2×100 mL), washed with 0.1 M HCl (50 mL), H2O (50 mL); MgSO4 dried, concentrated and purified to give the title compound (1.01 g, 2.21 mmol, 44%).